Dataset: the Open Reaction Database (ORD), a public repository of structured organic reaction records. Task: describe an organic reaction: reactants, conditions, products, and yield The reactants are [Na+], [Na+], O=C([O-])[O-], CC(=O)N1CSC2C(NC(=O)COc3ccccc3)C(=O)N2C1C(=O)OCc1ccccc1, C1CCOC1. Yields the product CC(=O)N1CSC2C(NC(=O)COc3ccccc3)C(=O)N2C1C(=O)O. Reaction SMILES: [Na+:34].[Na+:35].[O-:36][C:37](=[O:38])[O-:39].[O:1]([c:2]1[cH:3][cH:4][cH:5][cH:6][cH:7]1)[CH2:8][C:9](=[O:10])[NH:11][CH:12]1[CH:13]2[S:14][CH2:15][N:16]([C:31]([CH3:32])=[O:33])[CH:17]([C:21](=[O:22])[O:23][CH2:24][c:25]3[cH:26][cH:27][cH:28][cH:29][cH:30]3)[N:18]2[C:19]1=[O:20].[O:40]1[CH2:41][CH2:42][CH2:43][CH2:44]1>>[O:1]([c:2]1[cH:3][cH:4][cH:5][cH:6][cH:7]1)[CH2:8][C:9](=[O:10])[NH:11][CH:12]1[CH:13]2[S:14][CH2:15][N:16]([C:31]([CH3:32])=[O:33])[CH:17]([C:21](=[O:22])[OH:23])[N:18]2[C:19]1=[O:20]. Reactants: CCO, [Na+], CCOC(=O)c1cc(=O)c2c(o1)c1ccccc1n2Cc1ccccc1, [OH-], O. Yields the product O=C(O)c1cc(=O)c2c(o1)c1ccccc1n2Cc1ccccc1. As a reaction SMILES: [CH3:30][CH2:31][OH:32].[Na+:28].[O:1]=[c:2]1[cH:3][c:4]([C:22](=[O:23])[O:24][CH2:25][CH3:26])[o:5][c:6]2[c:7]1[n:8]([CH2:15][c:16]1[cH:17][cH:18][cH:19][cH:20][cH:21]1)[c:9]1[cH:10][cH:11][cH:12][cH:13][c:14]21.[OH-:27].[OH2:29]>>[O:1]=[c:2]1[cH:3][c:4]([C:22](=[O:23])[OH:24])[o:5][c:6]2[c:7]1[n:8]([CH2:15][c:16]1[cH:17][cH:18][cH:19][cH:20][cH:21]1)[c:9]1[cH:10][cH:11][cH:12][cH:13][c:14]21. Isolated yield 22.0%. Reactants: C(C)(=O)OCC(C=C)OC(C)=O (1,2 -diacetoxy-3-butene), C(C)(=O)OCC=CCOC(C)=O (1,4-diacetoxy-2-butene), C(C)(=O)OC(C)C=C (3-buten-2-yl acetate), oxide, [Br-].[Li+] (lithium bromide), BrCC=CCBr (1,4-dibromo-2-butene), C(C)(=O)OC(C)=O (acetic anhydride), C=CC=C (butadiene), O=O (oxygen). Product: C(C)(=O)OC(=CCC)OC(C)=O (diacetoxybutene). Reported procedure: Another run was conducted according to the process of this invention in the same apparatus employed in the previous runs. In this run, the reactor was charged with 5.0 grams of a finely ground tungstic oxide (WO3) on silica catalyst (8 percent by weight WO3, 1.7 mmol WO3), 6.5 grams (75 mmol) lithium bromide, 4.6 grams (22.5 mmol) 1,4-dibromo-2-butene, 50 ml acetic acid, 25 ml acetic anhydride and 12.5 grams (231.5 mmol) butadiene from the vapor phase. The reactor was pressured to 30 psig with o... Reaction conditions: temperature 140 celsius, time 45 minute. Solvent: C(C)(=O)O (acetic acid). Reaction SMILES: [Br-].[Li+].BrCC=CCBr.[C:9]([O:12]C(=O)C)(=[O:11])[CH3:10].C=CC=C.O=O.C(OC(C=C)C)(=O)C.[C:30]([O:33][CH2:34][CH:35](OC(=O)C)[CH:36]=[CH2:37])(=[O:32])[CH3:31].C(OCC=CCOC(=O)C)(=O)C>C(O)(=O)C>[C:9]([O:12][C:34]([O:33][C:30](=[O:32])[CH3:31])=[CH:35][CH2:36][CH3:37])(=[O:11])[CH3:10] |f:0.1|. The reactants are ClC1=C2C(=NN=C1C1=CC=CC=C1)N(N=C2C2=CC=CC=C2)CC (4-Chloro-1-ethyl-3,5-diphenyl-1H-pyrazolo[3,4-c]pyridazine), OCCNN (2-hydroxyethyl hydrazine). Conditions: time 30 minute. Yields the product ClC1=C2C(=NN=C1C1=CC=CC=C1)N(N=C2C2=CC=CC=C2)CCO (2-(4-chloro-3,5-diphenyl-1H-pyrazolo[3,4-c]pyridazin-1-yl)ethanol). RXN SMILES: [Cl:1][C:2]1[C:7]([C:8]2[CH:13]=[CH:12][CH:11]=[CH:10][CH:9]=2)=[N:6][N:5]=[C:4]2[N:14]([CH2:23][CH3:24])[N:15]=[C:16]([C:17]3[CH:22]=[CH:21][CH:20]=[CH:19][CH:18]=3)[C:3]=12.[OH:25]CCNN>>[Cl:1][C:2]1[C:7]([C:8]2[CH:9]=[CH:10][CH:11]=[CH:12][CH:13]=2)=[N:6][N:5]=[C:4]2[N:14]([CH2:23][CH2:24][OH:25])[N:15]=[C:16]([C:17]3[CH:18]=[CH:19][CH:20]=[CH:21][CH:22]=3)[C:3]=12. Reported procedure: Compound 7 was synthesised following similar procedures outlined in Example 31 (Compound 18), using 2-hydroxyethyl hydrazine instead of ethyl hydrazine in Step 3. As a slightly modified procedure, Step 3 was performed at 90° C. for 30 min in the microwave. The crude residue was purified by column chromatography (silica gel, gradient 10 to 50% ethyl acetate/isohexane), yielding Compound 7 as a solid. Procedure details: N-[(Dimethylamino)methylene]-cinnamamide (2.0 g, 10 mmol) was added to a mixture of acetic acid (20 mL) and methylhydrazine (0.6 mL, 11 mmol). The mixture was heated to 90° C. for 2 h. The cooled mixture was concentrated in vacuo, and made basic (pH 9) with solid K2CO3. The aqueous residue was partitioned between ethyl acetate and water, the organics were dried over Na2SO4, and concentrated in vacuo. The resultant powder was recrystallized from a minimum of boiling Ethyl acetate. The collected s... Starting materials: CN(C)C=NC(C=CC1=CC=CC=C1)=O (N-[(Dimethylamino)methylene]-cinnamamide), CNN (methylhydrazine). Conditions: temperature 90 celsius. Product: CN1N=CN=C1\C=C\C1=CC=CC=C1 (1-methyl-5-[(E)-2-phenylethenyl]-1H-1,2,4-triazole). As a reaction SMILES: C[N:2]([CH:4]=[N:5][C:6](=O)[CH:7]=[CH:8][C:9]1[CH:14]=[CH:13][CH:12]=[CH:11][CH:10]=1)C.[CH3:16][NH:17]N>C(O)(=O)C>[CH3:16][N:17]1[C:6](/[CH:7]=[CH:8]/[C:9]2[CH:14]=[CH:13][CH:12]=[CH:11][CH:10]=2)=[N:5][CH:4]=[N:2]1. Solvent: C(C)(=O)O (acetic acid). Isolated yield 48.6%. The reactants are COC=1C=C2C(=NC=NC2=CC1OCC1CCNCC1)OC=1C=C2C(=CNC2=CC1)C (6-methoxy-4-[(3-methyl-1H-indol-5-yl)oxy]-7-[(piperidin-4-yl)methoxy]quinazoline), ClCC(C)=O (chloroacetone), C([O-])([O-])=O.[K+].[K+] (potassium carbonate). Solvent: CN(C)C=O (DMF). Conditions: temperature 70 celsius. Yields the product C(C)(=O)CN1CCC(CC1)COC1=C(C=C2C(=NC=NC2=C1)OC=1C=C2C(=CNC2=CC1)C)OC (7-{[1-(acetylmethyl)piperidin-4-yl]methoxy}-6-methoxy-4-[(3-methyl-1H-indol-5-yl)oxy]quinazoline). Reaction SMILES: [CH3:1][O:2][C:3]1[CH:4]=[C:5]2[C:10](=[CH:11][C:12]=1[O:13][CH2:14][CH:15]1[CH2:20][CH2:19][NH:18][CH2:17][CH2:16]1)[N:9]=[CH:8][N:7]=[C:6]2[O:21][C:22]1[CH:23]=[C:24]2[C:28](=[CH:29][CH:30]=1)[NH:27][CH:26]=[C:25]2[CH3:31].Cl[CH2:33][C:34](=[O:36])[CH3:35].C(=O)([O-])[O-].[K+].[K+]>CN(C=O)C>[C:34]([CH2:35][N:18]1[CH2:19][CH2:20][CH:15]([CH2:14][O:13][C:12]2[CH:11]=[C:10]3[C:5]([C:6]([O:21][C:22]4[CH:23]=[C:24]5[C:28](=[CH:29][CH:30]=4)[NH:27][CH:26]=[C:25]5[CH3:31])=[N:7][CH:8]=[N:9]3)=[CH:4][C:3]=2[O:2][CH3:1])[CH2:16][CH2:17]1)(=[O:36])[CH3:33] |f:2.3.4|. Procedure: A mixture of 6-methoxy-4-[(3-methyl-1H-indol-5-yl)oxy]-7-[(piperidin-4-yl)methoxy]quinazoline (0.2 g), chloroacetone (0.046 ml), potassium carbonate (0.1 g) and DMF (6 ml) was stirred and heated to 70° C. for 1 hour. The mixture was cooled to ambient temperature, the precipitate was removed by filtration, the solvent was removed by evaporation under vacuum and the residue was purified by column chromatography on silica using increasingly polar solvent mixtures, starting with dichloromethane and ... Starting materials: [Cl-].[Cl-].[Cl-].[Al+3] (Aluminium trichloride), C(=C)S(=O)(=O)C=C (Divinyl sulfone), NC1=CC=C(C#N)C=C1 (4-aminobenzonitrile). Run in ClC1=CC=CC=C1 (chlorobenzene), C(Cl)Cl (CH2Cl2), O (water), CO (MeOH). Reaction conditions: temperature 130 celsius, time 90 hour. The product is O=S1(CCN(CC1)C1=CC=C(C#N)C=C1)=O (4-(1,1-Dioxothiomorpholino)benzonitrile). Yield: 30.5%. As a reaction SMILES: [Cl-].[Cl-].[Cl-].[Al+3].[CH:5]([S:7]([CH:10]=[CH2:11])(=[O:9])=[O:8])=[CH2:6].[NH2:12][C:13]1[CH:20]=[CH:19][C:16]([C:17]#[N:18])=[CH:15][CH:14]=1>ClC1C=CC=CC=1.C(Cl)Cl.O.CO>[O:8]=[S:7]1(=[O:9])[CH2:10][CH2:11][N:12]([C:13]2[CH:20]=[CH:19][C:16]([C:17]#[N:18])=[CH:15][CH:14]=2)[CH2:6][CH2:5]1 |f:0.1.2.3|. Procedure details: Aluminium trichloride (1.13 g, 8.46 mmol) was suspended in chlorobenzene (50 ml) at 0° C. Divinyl sulfone (850 μl, 8.46 mmol) was added followed by 4-aminobenzonitrile (1.0 g, 8.46 mmol). The mixture was allowed to reach room temperature and was then stirred at 130° C. for 90 hours. The reaction was cooled and diluted with CH2Cl2 (200 ml), water (150 ml) and MeOH (50 ml) before filtration. Filtered liquid was separated and the aqueous phase was extracted with CH2Cl2 (50 ml). Combined organics we...